This data is from the Open Reaction Database (ORD), a public repository of structured organic reaction records. The task is: describe an organic reaction: reactants, conditions, products, and yield The reactants are FC(C(=O)O)(F)F (trifluoro acetic acid), C(C)(C)(C)OC(=O)N1CC(N(CC1)C1=NC(=CC=C1)OC)=O (tert-butyl-4-(6-methoxypyridin-2-yl)-3-oxopiperazine-1-carboxylat). Solvent: ClCCl (dichlormethane). Conditions: time 1 hour. The product is COC1=CC=CC(=N1)N1C(CNCC1)=O (1-(6-Methoxypyridin-2-yl)-piperazin-2-on). The yield is 115.1%. As a reaction SMILES: FC(F)(F)C(O)=O.C(OC([N:15]1[CH2:20][CH2:19][N:18]([C:21]2[CH:26]=[CH:25][CH:24]=[C:23]([O:27][CH3:28])[N:22]=2)[C:17](=[O:29])[CH2:16]1)=O)(C)(C)C>ClCCl>[CH3:28][O:27][C:23]1[N:22]=[C:21]([N:18]2[CH2:19][CH2:20][NH:15][CH2:16][C:17]2=[O:29])[CH:26]=[CH:25][CH:24]=1. Reported procedure: 35 mL trifluoro acetic acid was added to 5.8 g tert-butyl-4-(6-methoxypyridin-2-yl)-3-oxopiperazine-1-carboxylat in 35 mL dichlormethane under argon. The mixture was stirred for 1 h and evaporated. The residue was purified by chromatographie on silica gel (100% MeOH) to yield 4.5 g of the desired product. Reactants: C1(C=2C(C(N1CCCCCC(=O)O)=O)=CC=CC2)=O (6-phthalimidohexanoic acid), C1(CC1)C(CO)C1CC1 (2,2-dicyclopropylethanol), C(C)O (ethanol). Yields the product C(C)OC(CC(CCCCCN1C(C=2C(C1=O)=CC=CC2)=O)=O)=O (8-Phthalimido-3-oxooctanoic acid ethyl ester). Reaction SMILES: [C:1]1(=[O:19])[N:5]([CH2:6][CH2:7][CH2:8][CH2:9][CH2:10][C:11]([OH:13])=O)[C:4](=[O:14])[C:3]2=[CH:15][CH:16]=[CH:17][CH:18]=[C:2]12.C1([CH:23](C2CC2)[CH2:24][OH:25])CC1.[CH2:29]([OH:31])[CH3:30]>>[CH2:29]([O:31][C:24](=[O:25])[CH2:23][C:11](=[O:13])[CH2:10][CH2:9][CH2:8][CH2:7][CH2:6][N:5]1[C:1](=[O:19])[C:2]2=[CH:18][CH:17]=[CH:16][CH:15]=[C:3]2[C:4]1=[O:14])[CH3:30]. Reported procedure: This ester is synthesized according to the process described in stage A of Example 4, but replacing the 8-phthalimido-3,6-dioxaoctanoic acid with 6-phthalimidohexanoic acid and the 2,2-dicyclopropylethanol with ethanol. The solvent is CS(=O)C (DMSO), C(Cl)Cl (CH2Cl2). Reaction SMILES: [CH2:1]=[O:2].C1CCN2C(=NCCC2)CC1.[N+:14]([C:17]1[CH:36]=[CH:35][CH:34]=[CH:33][C:18]=1[CH2:19][CH2:20][O:21]CCC1C=CC=CC=1[N+]([O-])=O)([O-:16])=[O:15]>CS(C)=O.CC(O)=O.C(Cl)Cl>[CH3:1][O:2][CH:19]([C:18]1[CH:33]=[CH:34][CH:35]=[CH:36][C:17]=1[N+:14]([O-:16])=[O:15])[CH2:20][OH:21]. Reagents/catalysts: CC(=O)O (AcOH). The product is COC(CO)C1=C(C=CC=C1)[N+](=O)[O-] (2-methoxy-2-(2-nitrophenyl)ethanol). Procedure details: Paraformaldehyde (750 mg, 25 mmol) and DBU (1.85 ml, 12.4 mmol) were added to a solution of 2-nitrobenzylmethylether (4.18 g, 25 mmol) in DMSO (3.5 ml, synthesis quality, additionally dried for 2 d over molecular sieve 4 Å) and allowed to react at room temperature for 4 h. The pH value was adjusted from pH 9 to about pH 3.5 by means of a few drops of conc. AcOH. The mixture was diluted with CH2Cl2 (120 ml) and washed with H2O (80 ml). The aqueous phase was post-extracted with CH2 Cl2 (2×80 ml). ... Reactants: C=O (Paraformaldehyde), C1CCC2=NCCCN2CC1 (DBU), [N+](=O)([O-])C1=C(CCOCCC2=C(C=CC=C2)[N+](=O)[O-])C=CC=C1 (2-nitrobenzylmethylether). The reactants are CO, COc1ccc(C(C[N+](=O)[O-])c2ccccc2)cc1, O. Yields the product COc1ccc(C(CN)c2ccccc2)cc1. Reaction SMILES: [CH3:21][OH:22].[CH3:2][O:3][c:4]1[cH:5][cH:6][c:7]([CH:10]([CH2:11][N+:12]([O-:13])=[O:14])[c:15]2[cH:16][cH:17][cH:18][cH:19][cH:20]2)[cH:8][cH:9]1.[OH2:1]>>[CH3:2][O:3][c:4]1[cH:5][cH:6][c:7]([CH:10]([CH2:11][NH2:12])[c:15]2[cH:16][cH:17][cH:18][cH:19][cH:20]2)[cH:8][cH:9]1. Reactants: O=[O+][O-] (ozone), CSC (dimethyl sulfide), OC[C@H]1[C@@H](CC(C1)=C)C1=CC=CC=C1 ((+−)-trans-1-Hydroxymethyl-4-methylene-2-phenylcyclopentane), CO (methanol). The product is O=C1C[C@H]([C@@H](C1)C(=O)O)C1=CC=CC=C1 ((+−)-trans-4-Oxo-2-phenylcyclopentanoic acid). RXN SMILES: [OH:1][CH2:2][C@@H:3]1[CH2:7]C(=C)[CH2:5][C@H:4]1[C:9]1[CH:14]=[CH:13][CH:12]=[CH:11][CH:10]=1.[O:15]=[O+][O-].CSC.[CH3:21][OH:22]>>[O:22]=[C:21]1[CH2:7][C@@H:3]([C:2]([OH:1])=[O:15])[C@H:4]([C:9]2[CH:14]=[CH:13][CH:12]=[CH:11][CH:10]=2)[CH2:5]1. Reported procedure: A solution of 1-(SR)-3-methylene-4-(SR)-phenylcyclopentanoic acid (84.8 g, 0.42 mol) from Example 20, Step B in methanol (2.5 L) was cooled to −70° C. in a dry-ice acetone bath. Ozone was bubbled through the solution until the blue color persisted. Excess ozone was removed with a stream of nitrogen and dimethyl sulfide (125 mL, 1.68 mol) was added. The mixture was then allowed to warm to rt over 16 h. Most of the methanol was removed in vacuo and the residue was taken up in ethyl acetate and was... Starting materials: BrCC(=O)C1=CC=C(C=C1)OCC (2-bromo-4′-ethoxyacetophenone), NC1=NC=C(C=C1)I (2-amino-5-iodopyridine). The solvent is C(C)#N (acetonitrile). Conditions: temperature 110 celsius. The product is C(C)OC1=CC=C(C=C1)C=1N=C2N(C=C(C=C2)I)C1 (2-(4′-ethoxyphenyl)-6-iodoimidazo[1,2-a]pyridine). Yield: 91.1%. Reaction SMILES: Br[CH2:2][C:3]([C:5]1[CH:10]=[CH:9][C:8]([O:11][CH2:12][CH3:13])=[CH:7][CH:6]=1)=O.[NH2:14][C:15]1[CH:20]=[CH:19][C:18]([I:21])=[CH:17][N:16]=1>C(#N)C>[CH2:12]([O:11][C:8]1[CH:9]=[CH:10][C:5]([C:3]2[N:14]=[C:15]3[CH:20]=[CH:19][C:18]([I:21])=[CH:17][N:16]3[CH:2]=2)=[CH:6][CH:7]=1)[CH3:13]. Procedure: 1.20 g (corresponding to 4.94 mmol) of 2-bromo-4′-ethoxyacetophenone and 1.09 g (corresponding to 4.95 mmol) of 2-amino-5-iodopyridine were dissolved in 20 mL of acetonitrile. The resulting solution was heated under reflux in an oil bath at 110° C. for 1.5 hours. After the completion of the reaction, the reaction solution was cooled down to room temperature, and precipitates were filtered. Then, the precipitates were washed with acetonitrile and dried under reduced pressure. The resulting crude ... The reactants are CC(C)(C)[Si](C)(C)OC1CCCC(NC(=O)OCc2ccccc2)CCC1, CCCC[N+](CCCC)(CCCC)CCCC, [F-], C1CCOC1. Product: O=C(NC1CCCC(O)CCC1)OCc1ccccc1. RXN SMILES: [CH2:19]([c:20]1[cH:21][cH:22][cH:23][cH:24][cH:25]1)[O:26][C:27]([NH:28][CH:29]1[CH2:30][CH2:31][CH2:32][CH:33]([O:37][Si:38]([C:39]([CH3:40])([CH3:41])[CH3:42])([CH3:43])[CH3:44])[CH2:34][CH2:35][CH2:36]1)=[O:45].[CH2:2]([N+:3]([CH2:4][CH2:5][CH2:6][CH3:7])([CH2:8][CH2:9][CH2:10][CH3:11])[CH2:12][CH2:13][CH2:14][CH3:15])[CH2:16][CH2:17][CH3:18].[F-:1].[O:46]1[CH2:47][CH2:48][CH2:49][CH2:50]1>>[CH2:19]([c:20]1[cH:21][cH:22][cH:23][cH:24][cH:25]1)[O:26][C:27]([NH:28][CH:29]1[CH2:30][CH2:31][CH2:32][CH:33]([OH:37])[CH2:34][CH2:35][CH2:36]1)=[O:45]. Starting materials: 1,1, FC(C(=O)[O-])(F)F.N[C@H]1[C@H]2SCC(=C(N2C1=O)C(=O)O)/C=C\1/C(N(CC1)CC1=CC=[N+](C=C1)CC(NC1=CC(=C(C=C1)O)F)=O)=O ((E)-(6R,7R)-7-amino-3 -[1-[1-[(3-fluoro-4-hydroxy-phenylcarbamoyl)-methyl]-pyridin-1-ium-4-ylmethyl]-2-oxo-pyrrolidin-3-ylidenemethyl]-8-oxo-5-thia-1-aza-bicyclo[4.2.0]oct-2-ene-2-carboxylate trifluoroacetate), C(=O)(N1C=NC=C1)N1C=NC=C1 (carbonyldiimidazole), ClC1=C(C=C(C(=C1)Cl)Cl)SCC(=O)O ((2,4,5-trichloro-phenylsulfanyl)-acetic acid). Run in CN(C(C)=O)C (N,N-dimethylacetamide). The product is FC=1C=C(C=CC1O)NC(=O)C[N+]1=CC=C(C=C1)CN1C(\C(\CC1)=C\C1=C(N2C([C@H]([C@H]2SC1)NC(CSC1=C(C=C(C(=C1)Cl)Cl)Cl)=O)=O)C(=O)[O-])=O ((E)-(6R,7R)-3-[1-[1-[(3-Fluoro-4-hydroxy-phenylcarbamoyl)-methyl]-pyridin-1-ium-4-ylmethyl]-2-oxo-pyrrolidin-3-ylidenemethyl]-8-oxo-7- [2-(2,4,5-trichlorophenylsulfanyl)-acetylamino]-5-thia-1-aza-bicyclo[4.2.0]oct-2-ene-2-carboxylate). Reaction SMILES: C(N1C=CN=C1)(N1C=CN=C1)=O.[Cl:13][C:14]1[CH:19]=[C:18]([Cl:20])[C:17]([Cl:21])=[CH:16][C:15]=1[S:22][CH2:23][C:24]([OH:26])=O.FC(F)(F)C([O-])=O.[NH2:34][C@@H:35]1[C:42](=[O:43])[N:41]2[C@@H:36]1[S:37][CH2:38][C:39](/[CH:47]=[C:48]1/[C:49](=[O:72])[N:50]([CH2:53][C:54]3[CH:59]=[CH:58][N+:57]([CH2:60][C:61](=[O:71])[NH:62][C:63]4[CH:68]=[CH:67][C:66]([OH:69])=[C:65]([F:70])[CH:64]=4)=[CH:56][CH:55]=3)[CH2:51][CH2:52]/1)=[C:40]2[C:44]([OH:46])=[O:45]>CN(C)C(=O)C>[F:70][C:65]1[CH:64]=[C:63]([NH:62][C:61]([CH2:60][N+:57]2[CH:58]=[CH:59][C:54]([CH2:53][N:50]3[CH2:51][CH2:52]/[C:48](=[CH:47]\[C:39]4[CH2:38][S:37][C@H:36]5[N:41]([C:42](=[O:43])[C@H:35]5[NH:34][C:24](=[O:26])[CH2:23][S:22][C:15]5[CH:16]=[C:17]([Cl:21])[C:18]([Cl:20])=[CH:19][C:14]=5[Cl:13])[C:40]=4[C:44]([O-:46])=[O:45])/[C:49]3=[O:72])=[CH:55][CH:56]=2)=[O:71])[CH:68]=[CH:67][C:66]=1[OH:69] |f:2.3|. Procedure: With 60.0 mg (0.36 mmol) 1,1,-carbonyldiimidazole, 99.0 mg (0.36 mmol) (2,4,5-trichloro-phenylsulfanyl)-acetic acid and 200.0 mg (0.30 mmol) (E)-(6R,7R)-7-amino-3 -[1-[1-[(3-fluoro-4-hydroxy-phenylcarbamoyl)-methyl]-pyridin-1-ium-4-ylmethyl]-2-oxo-pyrrolidin-3-ylidenemethyl]-8-oxo-5-thia-1-aza-bicyclo[4.2.0]oct-2-ene-2-carboxylate trifluoroacetate in 4 ml N,N-dimethylacetamide. The resulting solid was purified by column chromatography on MCI gel (75-150μ, Mitsubishi Kasei Corporation) with a gra... The reactants are CO, CCCn1ncc(Cl)c1-c1csc(C(=O)NC(Cc2ccccc2C(F)(F)F)CN2C(=O)c3ccccc3C2=O)c1. The product is CCCn1ncc(Cl)c1-c1csc(C(=O)NC(CN)Cc2ccccc2C(F)(F)F)c1. RXN SMILES: [CH3:42][OH:43].[Cl:1][c:2]1[cH:3][n:4][n:5]([CH2:39][CH2:40][CH3:41])[c:6]1-[c:7]1[cH:8][c:9]([C:12](=[O:13])[NH:14][CH:15]([CH2:16][N:17]2[C:18](=[O:19])[c:20]3[c:21]([cH:22][cH:23][cH:24][cH:25]3)[C:26]2=[O:27])[CH2:28][c:29]2[c:30]([C:35]([F:36])([F:37])[F:38])[cH:31][cH:32][cH:33][cH:34]2)[s:10][cH:11]1>>[Cl:1][c:2]1[cH:3][n:4][n:5]([CH2:39][CH2:40][CH3:41])[c:6]1-[c:7]1[cH:8][c:9]([C:12](=[O:13])[NH:14][CH:15]([CH2:16][NH2:17])[CH2:28][c:29]2[c:30]([C:35]([F:36])([F:37])[F:38])[cH:31][cH:32][cH:33][cH:34]2)[s:10][cH:11]1.